Task: describe an organic reaction: reactants, conditions, products, and yield. Dataset: the Open Reaction Database (ORD), a public repository of structured organic reaction records Reactants: CCO, Cl, O=Cc1cccc(OC(F)F)c1, NO, [Na+], [OH-], O. Product: ON=Cc1cccc(OC(F)F)c1. As a reaction SMILES: [CH3:18][CH2:19][OH:20].[ClH:1].[F:6][CH:7]([O:8][c:9]1[cH:10][c:11]([CH:12]=[O:13])[cH:14][cH:15][cH:16]1)[F:17].[NH2:2][OH:3].[Na+:5].[OH-:4].[OH2:21]>>[N:2]([OH:3])=[CH:12][c:11]1[cH:10][c:9]([O:8][CH:7]([F:6])[F:17])[cH:16][cH:15][cH:14]1. Yields the product Cc1c[n+]([O-])c(C)c(C)c1OCC1COC(C)(C)OC1. As a reaction SMILES: [CH3:12][C:13]1([CH3:21])[O:14][CH2:15][CH:16]([CH2:19][OH:20])[CH2:17][O:18]1.[CH3:22][c:23]1[cH:24][cH:25][cH:26][cH:27][cH:28]1.[Cl:1][c:2]1[c:3]([CH3:11])[c:4]([CH3:10])[n+:5]([O-:9])[cH:6][c:7]1[CH3:8]>>[c:2]1([O:20][CH2:19][CH:16]2[CH2:15][O:14][C:13]([CH3:12])([CH3:21])[O:18][CH2:17]2)[c:3]([CH3:11])[c:4]([CH3:10])[n+:5]([O-:9])[cH:6][c:7]1[CH3:8]. The reactants are CC1(C)OCC(CO)CO1, Cc1ccccc1, Cc1c[n+]([O-])c(C)c(C)c1Cl. The reactants are CN(C=1C=CC=2C=C3N(C(C2C1)=O)CCCS3)C (8-dimethylamino-6-oxo-3,4-dihydro-2H,6H-1,3-thiazino[3,2-b]isoquinoline), OO (hydrogen peroxide). The solvent is C(C)(=O)O (acetic acid). Reaction conditions: time 1 hour. Product: CN(C=1C=CC=2C=C3N(C(C2C1)=O)CCCS3=O)C (8-dimethylamino-6-oxo-3,4-dihydro-2H,6H-1,3-thiazino[3,2-b]isoquinoline-1-oxide). Reaction SMILES: [CH3:1][N:2]([CH3:18])[C:3]1[CH:4]=[CH:5][C:6]2[CH:7]=[C:8]3[S:17][CH2:16][CH2:15][CH2:14][N:9]3[C:10](=[O:13])[C:11]=2[CH:12]=1.[OH:19]O>C(O)(=O)C>[CH3:1][N:2]([CH3:18])[C:3]1[CH:4]=[CH:5][C:6]2[CH:7]=[C:8]3[S:17](=[O:19])[CH2:16][CH2:15][CH2:14][N:9]3[C:10](=[O:13])[C:11]=2[CH:12]=1. Procedure details: A mixture of 550 mg. of 8-dimethylamino-6-oxo-3,4-dihydro-2H,6H-1,3-thiazino[3,2-b]isoquinoline, 10 ml. of acetic acid, and 0.41 ml. of a 35% aqueous hydrogen peroxide solution was stirred at 20°-30° C. After one hour, the reaction mixture was filtered and after adding 10 ml. of water to the filtrate, anhydrous sodium carbonate was added to it to make the filtrate basic. The precipitates formed were recovered by filtration and dried. By recrystallizing from benzene-hexane, 300 mg. of 8-dimethyla... The reactants are CC(=CBr)c1cccnc1, CN1CCc2[nH]c3ccc(Cl)cc3c2CC1, [Cu]I, [K+], [K+], [K+], CN(C)C=O, O=C(O)C1CCCN1, O=P([O-])([O-])[O-]. Yields the product CC(=Cn1c2c(c3cc(Cl)ccc31)CCN(C)CC2)c1cccnc1. Reaction SMILES: [Br:33][CH:34]=[C:35]([CH3:36])[c:37]1[cH:38][n:39][cH:40][cH:41][cH:42]1.[Cl:1][c:2]1[cH:3][c:4]2[c:5]3[c:6]([nH:7][c:8]2[cH:9][cH:10]1)[CH2:11][CH2:12][N:13]([CH3:16])[CH2:14][CH2:15]3.[Cu:48][I:49].[K+:30].[K+:31].[K+:32].[O:43]=[CH:44][N:45]([CH3:46])[CH3:47].[OH:17][C:18]([CH:19]1[NH:20][CH2:21][CH2:22][CH2:23]1)=[O:24].[P:25]([O-:26])([O-:27])([O-:28])=[O:29]>>[Cl:1][c:2]1[cH:3][c:4]2[c:5]3[c:6]([n:7]([CH:34]=[C:35]([CH3:36])[c:37]4[cH:38][n:39][cH:40][cH:41][cH:42]4)[c:8]2[cH:9][cH:10]1)[CH2:11][CH2:12][N:13]([CH3:16])[CH2:14][CH2:15]3.